Dataset: the Open Reaction Database (ORD), a public repository of structured organic reaction records. Task: describe an organic reaction: reactants, conditions, products, and yield The reactants are B, O=C([O-])O, CCO, O=C(O)C(CO)(CO)n1cc(-c2cc(F)cc3c2-c2ccccc2C3(O)C(F)(F)F)cn1, [Na+], C1CCOC1, C1CCOC1, O. Yields the product OCC(CO)(CO)n1cc(-c2cc(F)cc3c2-c2ccccc2C3(O)C(F)(F)F)cn1. As a reaction SMILES: [BH3:38].[C:42](=[O:43])([O-:44])[OH:45].[CH3:39][CH2:40][OH:41].[F:1][c:2]1[cH:3][c:4]2[c:12]([c:13](-[c:15]3[cH:16][n:17][n:18]([C:20]([C:21](=[O:22])[OH:23])([CH2:24][OH:25])[CH2:26][OH:27])[cH:19]3)[cH:14]1)-[c:11]1[c:6]([cH:7][cH:8][cH:9][cH:10]1)[C:5]2([C:28]([F:29])([F:30])[F:31])[OH:32].[Na+:46].[O:33]1[CH2:34][CH2:35][CH2:36][CH2:37]1.[O:47]1[CH2:48][CH2:49][CH2:50][CH2:51]1.[OH2:52]>>[F:1][c:2]1[cH:3][c:4]2[c:12]([c:13](-[c:15]3[cH:16][n:17][n:18]([C:20]([CH2:21][OH:22])([CH2:24][OH:25])[CH2:26][OH:27])[cH:19]3)[cH:14]1)-[c:11]1[c:6]([cH:7][cH:8][cH:9][cH:10]1)[C:5]2([C:28]([F:29])([F:30])[F:31])[OH:32]. The reactants are COC(=O)C=1SC=C2NC(N(C(C21)=O)C2=C(C=CC(=C2)S(=O)(=O)N2CCCC1=CC=CC=C21)Cl)=O (5-methoxycarbonyl-3-[2-chloro-5-(3,4-dihydroquinolin-1(2H)-ylsulfonyl)phenyl]thieno[3,4-d]-pyrimidine-2,4(1H,3H)-dione), O1CCCC1 (tetrahydrofuran), O.[OH-].[Li+] (lithium hydroxide-monohydrate), Cl (hydrochloric acid). The solvent is CO (methanol). Conditions: temperature 60 celsius, time 8 hour. Product: C(=O)(O)C=1SC=C2NC(N(C(C21)=O)C2=C(C=CC(=C2)S(=O)(=O)N2CCCC1=CC=CC=C21)Cl)=O (5-Carboxy-3-[2-chloro-5-(3,4-dihydroquinolin-1(2H)-yl -sulfonyl)phenyl]thieno[3,4-d]pyrimidine-2,4(1H,3H)-dione). The yield is 92.4%. RXN SMILES: C[O:2][C:3]([C:5]1[S:6][CH:7]=[C:8]2[C:13]=1[C:12](=[O:14])[N:11]([C:15]1[CH:20]=[C:19]([S:21]([N:24]3[C:33]4[C:28](=[CH:29][CH:30]=[CH:31][CH:32]=4)[CH2:27][CH2:26][CH2:25]3)(=[O:23])=[O:22])[CH:18]=[CH:17][C:16]=1[Cl:34])[C:10](=[O:35])[NH:9]2)=[O:4].O1CCCC1.O.[OH-].[Li+].Cl>CO>[C:3]([C:5]1[S:6][CH:7]=[C:8]2[C:13]=1[C:12](=[O:14])[N:11]([C:15]1[CH:20]=[C:19]([S:21]([N:24]3[C:33]4[C:28](=[CH:29][CH:30]=[CH:31][CH:32]=4)[CH2:27][CH2:26][CH2:25]3)(=[O:22])=[O:23])[CH:18]=[CH:17][C:16]=1[Cl:34])[C:10](=[O:35])[NH:9]2)([OH:4])=[O:2] |f:2.3.4|. Reported procedure: To a solution of 5-methoxycarbonyl-3-[2-chloro-5-(3,4-dihydroquinolin-1(2H)-ylsulfonyl)phenyl]thieno[3,4-d]-pyrimidine-2,4(1H,3H)-dione (0.2 g) in methanol (12 mL) -tetrahydrofuran (4 mL) was added lithium hydroxide-monohydrate (0.16 g), and the mixture was stirred at 60° C. overnight. To the reaction mixture was added 1 mol/L hydrochloric acid, and the precipitated crystals were collected by filtration. The crystals were washed with water and dried under reduced pressure to give the title compo... The reactants are CCCN(C1CC(C(C)C)N(OCc2ccccc2)C1=O)S(=O)(=O)c1ccc(-c2ccc(C(F)(F)F)cc2)cc1, CO. Yields the product CCCN(C1CC(C(C)C)N(O)C1=O)S(=O)(=O)c1ccc(-c2ccc(C(F)(F)F)cc2)cc1. As a reaction SMILES: [CH2:1]([c:2]1[cH:3][cH:4][cH:5][cH:6][cH:7]1)[O:8][N:9]1[C:10](=[O:40])[CH:11]([N:17]([S:18](=[O:19])(=[O:20])[c:21]2[cH:22][cH:23][c:24](-[c:27]3[cH:28][cH:29][c:30]([C:33]([F:34])([F:35])[F:36])[cH:31][cH:32]3)[cH:25][cH:26]2)[CH2:37][CH2:38][CH3:39])[CH2:12][CH:13]1[CH:14]([CH3:15])[CH3:16].[CH3:41][OH:42]>>[OH:8][N:9]1[C:10](=[O:40])[CH:11]([N:17]([S:18](=[O:19])(=[O:20])[c:21]2[cH:22][cH:23][c:24](-[c:27]3[cH:28][cH:29][c:30]([C:33]([F:34])([F:35])[F:36])[cH:31][cH:32]3)[cH:25][cH:26]2)[CH2:37][CH2:38][CH3:39])[CH2:12][CH:13]1[CH:14]([CH3:15])[CH3:16]. Reactants: mixed solution, O (water), OC(CC(=O)O)(C)C (β-hydroxyisovaleric acid), C(C)(=O)C(C(=O)OCC)(O)CC(=O)[O-] (monoethyl acetylmalate), [OH-].[Na+] (sodium hydroxide). The reagents and catalysts are C1(=CC=C(C=C1)S(=O)(=O)O)C (p-toluenesulfonic acid), [Pt] (platinum), [OH-].[Na+] (sodium hydroxide). The solvent is CO (methanol), CO (methanol), CO (methanol), C1=CC=CC=C1 (benzene). Product: O[C@@H]1C(=O)OC(CC1)(C)C ((S)-2-hydroxy-5,5-dimethyl-δ-valerolactone). Isolated yield 81.9%. Reaction SMILES: O[C:2](C)(C)CC(O)=O.C([C:12]([CH2:19][C:20]([O-])=O)([OH:18])[C:13]([O:15][CH2:16][CH3:17])=[O:14])(=O)C.[OH-].[Na+].O>CO.C1C=CC=CC=1.[Pt].[OH-].[Na+].C1(C)C=CC(S(O)(=O)=O)=CC=1>[OH:18][C@H:12]1[CH2:19][CH2:20][C:16]([CH3:2])([CH3:17])[O:15][C:13]1=[O:14] |f:2.3,8.9|. Procedure: In absolute methanol were dissolved 5.2 g of β-hydroxyisovaleric acid and 15.2 g of monoethyl acetylmalate, and 0.14 g of sodium hydroxide was added to the solution. The mixture was subjected to Kolbe electrolysis by applying a voltage of ±20 V for 5 hr through the use of a platinum electrode. After the reaction, 8 g of sodium hydroxide was added to the reaction mixture, and 200 ml of a mixed solution comprising water and methanol (1:1) was added thereto. The mixture was allowed to stand overnig...